From a dataset of the Open Reaction Database (ORD), a public repository of structured organic reaction records. describe an organic reaction: reactants, conditions, products, and yield The reactants are CO, COC1=C(OC)C(=O)C(Cc2ccc(OC(C)=O)c(C(=O)NC3CC3)c2)=C(C)C1=O, [Na+], O, O=C([O-])O. Product: COC1=C(OC)C(=O)C(Cc2ccc(O)c(C(=O)NC3CC3)c2)=C(C)C1=O. As a reaction SMILES: [CH3:36][OH:37].[CH:1]1([NH:4][C:5]([c:6]2[c:7]([O:26][C:27](=[O:28])[CH3:29])[cH:8][cH:9][c:10]([CH2:12][C:13]3=[C:18]([CH3:19])[C:17](=[O:20])[C:16]([O:21][CH3:22])=[C:15]([O:23][CH3:24])[C:14]3=[O:25])[cH:11]2)=[O:30])[CH2:2][CH2:3]1.[Na+:31].[OH2:38].[OH:32][C:33](=[O:34])[O-:35]>>[CH:1]1([NH:4][C:5]([c:6]2[c:7]([OH:26])[cH:8][cH:9][c:10]([CH2:12][C:13]3=[C:18]([CH3:19])[C:17](=[O:20])[C:16]([O:21][CH3:22])=[C:15]([O:23][CH3:24])[C:14]3=[O:25])[cH:11]2)=[O:30])[CH2:2][CH2:3]1. The reactants are NC1=NC(=C(C(=N1)Cl)NC=O)Cl (N-(2-Amino-4,6-dichloro-5-pyrimidinyl)formamide), N[C@@H]1CC=C(C1)CO ((4R)-4-amino-1-cyclopentene-1-methanol), C12NC(C(C=C1)C2)=O ((-)-2-azabicyclo[2.2.1]hept-5-en-3-one). The product is NC=1N=C(C(CN1)(NC=O)N[C@@H]1CC=C(C1)CO)Cl ((4R)-4-[(2-Amino-6-chloro-5formamido-5-pyrimidinyl)amino]-1-cyclopentene-1-methanol). RXN SMILES: [NH2:1][C:2]1[N:7]=[C:6](Cl)[C:5]([NH:9][CH:10]=[O:11])=[C:4]([Cl:12])[N:3]=1.[NH2:13][C@H:14]1[CH2:18][C:17]([CH2:19][OH:20])=[CH:16][CH2:15]1.C12CC(C=C1)C(=O)N2>>[NH2:1][C:2]1[N:3]=[C:4]([Cl:12])[C:5]([NH:13][C@H:14]2[CH2:18][C:17]([CH2:19][OH:20])=[CH:16][CH2:15]2)([NH:9][CH:10]=[O:11])[CH2:6][N:7]=1. Reported procedure: By the method of Example 7, N-(2-Amino-4,6-dichloro-5-pyrimidinyl)formamide (Example 3, 2.56 g, 52.4 mmol) was reacted with (4R)-4-amino-1-cyclopentene-1-methanol (1.4 g, 52.4 mmol), available from (-)-2-azabicyclo[2.2.1]hept-5-en-3-one (Chiroscience) by methods described in Examples 1-4 and 42 of U.S. Pat. No. 5,049,671. Crystallization from ethyl acetate--methanol gave title compound as white crystals, mp. 148-150° C.; mass spectrum (CI/CH4): 286, 284 (M+1), 190, 188 (B+H); 1H-NMR (DMSO-d6)δ: ... Reactants: C[Li] (methyllithium), C(C)(=O)C=1C=NC=CC1 (3-acetylpyridine). Solvent: C1CCOC1 (THF), C(C)OCC (diethyl ether). Product: N1=CC(=CC=C1)C(C)(C)O (2-(3-Pyridyl)propan-2-ol). The yield is 45.9%. As a reaction SMILES: [CH3:1][Li].[C:3]([C:6]1[CH:7]=[N:8][CH:9]=[CH:10][CH:11]=1)(=[O:5])[CH3:4]>C(OCC)C.C1COCC1>[N:8]1[CH:9]=[CH:10][CH:11]=[C:6]([C:3]([OH:5])([CH3:1])[CH3:4])[CH:7]=1. Reported procedure: The method followed that of Example 4a, but using methyllithium (1.4 M; 14 ml, 20 mmol) in diethyl ether and 3-acetylpyridine (2.2 ml, 20 mmol) in dry THF (40 ml). Work-up and chromatography, on elution with ether-petrol-triethylamine 30:10:1, afforded the title compound (1.26 g, 46%) as an oil. 1H-NMR (CDCl3) δ1.58 (6H, s, CMe2), 7.22 (1H, m, Py 5-H), 7.85 (1H, m, Py 4-H), 8.32 (1H, m, Py 6-H), 8.65 (1H, m, Py 2-H); MS m/z 137 (M+). The reactants are ice, solution, ClC1=C(C=CC=C1)OCOC (1-chloro-2-methoxymethoxybenzene), C(CCC)[Li] (n-butyl lithium), CN(CCN(C)C)C (tetramethylethylenediamine), COCOC1=C(C=O)C=CC=C1 (2-methoxymethoxybenzaldehyde). The solvent is CCCCCC (hexane), O1CCCC1 (tetrahydrofuran). Run at time 4 hour. Product: ClC=1C(=C(C=CC1)C(O)C1=C(C=CC=C1)OCOC)OCOC ((3-Chloro-2-methoxymethoxyphenyl)(2-methoxymethoxyphenyl)methanol). Reaction SMILES: C([Li])CCC.CN(C)CCN(C)C.[Cl:14][C:15]1[CH:20]=[CH:19][CH:18]=[CH:17][C:16]=1[O:21][CH2:22][O:23][CH3:24].[CH3:25][O:26][CH2:27][O:28][C:29]1[CH:36]=[CH:35][CH:34]=[CH:33][C:30]=1[CH:31]=[O:32]>CCCCCC.O1CCCC1>[Cl:14][C:15]1[C:16]([O:21][CH2:22][O:23][CH3:24])=[C:17]([CH:31]([C:30]2[CH:33]=[CH:34][CH:35]=[CH:36][C:29]=2[O:28][CH2:27][O:26][CH3:25])[OH:32])[CH:18]=[CH:19][CH:20]=1. Procedure details: A 1.6M solution of n-butyl lithium in hexane (140 ml) was placed in a 1 1 flask and cooled in an ice bath. To this was added with stirring 34 ml of tetramethylethylenediamine and, after a 10 min reaction period, 34.5 g of 1-chloro-2-methoxymethoxybenzene (dropwise over a 30 min period). A pale orange suspension formed and this was stirred for 4 hours continuing the ice bath cooling. A solution of 34.5 g of 2-methoxymethoxybenzaldehyde in 30 ml of tetrahydrofuran was added with stirring and cooli... The reactants are [N+](=O)([O-])C=1C=C2C(NN(C2=CC1)CCC#N)=O (3-(5-Nitro-3-oxo-2,3-dihydro-indazol-1-yl)-propionitrile). The reagents and catalysts are catalyst, [Pd] (Pd/C). The solvent is CO (MeOH). Reaction conditions: time 20 hour. The product is NC=1C=C2C(NN(C2=CC1)CCC#N)=O (3-(5-amino-3-oxo-2,3-dihydro-indazol-1-yl)-propionitrile). Isolated yield 99.2%. As a reaction SMILES: [N+:1]([C:4]1[CH:5]=[C:6]2[C:10](=[CH:11][CH:12]=1)[N:9]([CH2:13][CH2:14][C:15]#[N:16])[NH:8][C:7]2=[O:17])([O-])=O>CO.[Pd]>[NH2:1][C:4]1[CH:5]=[C:6]2[C:10](=[CH:11][CH:12]=1)[N:9]([CH2:13][CH2:14][C:15]#[N:16])[NH:8][C:7]2=[O:17]. Procedure: To a solution of 3-(5-Nitro-3-oxo-2,3-dihydro-indazol-1-yl)-propionitrile (0.521 g) in MeOH (50 mL) was added Pd/C(10%) catalyst (0.13 g) and the reaction mixture was stirred for 20 hours at ambient temperature under a hydrogen atmosphere using a balloon. After this time the reaction mixture was filtered through Celite® which was washed with more EtOAc. The combined organic solution was evaporated in vacuo for afford the desired 3-(5-amino-3-oxo-2,3-dihydro-indazol-1-yl)-propionitrile (0.45 g) w...